Dataset: the Open Reaction Database (ORD), a public repository of structured organic reaction records. Task: describe an organic reaction: reactants, conditions, products, and yield The reactants are ClS(=O)(=O)C=1C=CC(=C(C(=O)O)C1)OC (5-Chlorosulphonyl-2-methoxybenzoic acid), N1CCCC1 (pyrrolidine). Solvent: O (water). Run at time 6 hour. Yields the product N1(CCCC1)S(=O)(=O)C=1C=CC(=C(C(=O)O)C1)OC (5-Pyrrolidinylsulphonyl-2-methoxybenzoic acid). As a reaction SMILES: Cl[S:2]([C:5]1[CH:6]=[CH:7][C:8]([O:14][CH3:15])=[C:9]([CH:13]=1)[C:10]([OH:12])=[O:11])(=[O:4])=[O:3].[NH:16]1[CH2:20][CH2:19][CH2:18][CH2:17]1>O>[N:16]1([S:2]([C:5]2[CH:6]=[CH:7][C:8]([O:14][CH3:15])=[C:9]([CH:13]=2)[C:10]([OH:12])=[O:11])(=[O:4])=[O:3])[CH2:20][CH2:19][CH2:18][CH2:17]1. Reported procedure: 5-Chlorosulphonyl-2-methoxybenzoic acid (4.9 g) was added to a solution of pyrrolidine (10 g) in water (150 ml). The solution was stirred for 6 hours, filtered and acidified with dilute hydrochloric acid to yield the title compound as colourless microcrystals (5.27 g; 84%). Starting materials: FC1=C(C#N)C(=CC=C1O)I (2-fluoro-3-hydroxy-6-iodobenzonitrile), BrCCOC (1-bromo-2-methoxyethane), C(=O)([O-])[O-].[K+].[K+] (K2CO3). Solvent: CC(=O)C (acetone). Product: FC1=C(C#N)C(=CC=C1OCCOC)I (2-fluoro-6-iodo-3-(2-methoxyethoxy)benzonitrile). Reaction SMILES: [F:1][C:2]1[C:9]([OH:10])=[CH:8][CH:7]=[C:6]([I:11])[C:3]=1[C:4]#[N:5].Br[CH2:13][CH2:14][O:15][CH3:16].C([O-])([O-])=O.[K+].[K+]>CC(C)=O>[F:1][C:2]1[C:9]([O:10][CH2:13][CH2:14][O:15][CH3:16])=[CH:8][CH:7]=[C:6]([I:11])[C:3]=1[C:4]#[N:5] |f:2.3.4|. Procedure: A mixture of Example 68A (104 mg, 0.39 mmol), 1-bromo-2-methoxyethane (0.088 mL) and K2CO3 (163 mg) in acetone (3 mL) was heated to 60° C. for 18 hours, cooled to room temperature, and partitioned between diethyl ether and water. The extract was dried (MgSO4), filtered, and concentrated to provide 122 mg of the desired product. MS (ESI(+)) m/e 334 (M+H)+. The reactants are COc1ccc2c(Cl)nc(Nc3cc(C)[nH]n3)cc2c1, OCCN1CCOCC1. Yields the product COc1ccc2c(OCCN3CCOCC3)nc(Nc3cc(C)[nH]n3)cc2c1. RXN SMILES: [Cl:10][c:11]1[n:12][c:13]([NH:23][c:24]2[n:25][nH:26][c:27]([CH3:29])[cH:28]2)[cH:14][c:15]2[cH:16][c:17]([O:21][CH3:22])[cH:18][cH:19][c:20]12.[O:1]1[CH2:2][CH2:3][N:4]([CH2:7][CH2:8][OH:9])[CH2:5][CH2:6]1>>[O:1]1[CH2:2][CH2:3][N:4]([CH2:7][CH2:8][O:9][c:11]2[n:12][c:13]([NH:23][c:24]3[n:25][nH:26][c:27]([CH3:29])[cH:28]3)[cH:14][c:15]3[cH:16][c:17]([O:21][CH3:22])[cH:18][cH:19][c:20]23)[CH2:5][CH2:6]1.